This data is from the Open Reaction Database (ORD), a public repository of structured organic reaction records. The task is: describe an organic reaction: reactants, conditions, products, and yield Starting materials: COC=1C=C(C(=O)OC)C=CC1CC1=CNC2=CC=C(C=C12)[N+](=O)[O-] (methyl 3-methoxy-4-(5-nitroindol-3-ylmethyl)benzoate). The reagents and catalysts are [Pd] (Palladium-on-carbon). Solvent: O1CCCC1 (tetrahydrofuran). Reaction conditions: time 2 hour. Product: NC=1C=C2C(=CNC2=CC1)CC1=C(C=C(C(=O)OC)C=C1)OC (methyl 4-(5-aminoindol-3-ylmethyl)-3-methoxybenzoate). Isolated yield 81.9%. RXN SMILES: [CH3:1][O:2][C:3]1[CH:4]=[C:5]([CH:10]=[CH:11][C:12]=1[CH2:13][C:14]1[C:22]2[C:17](=[CH:18][CH:19]=[C:20]([N+:23]([O-])=O)[CH:21]=2)[NH:16][CH:15]=1)[C:6]([O:8][CH3:9])=[O:7]>O1CCCC1.[Pd]>[NH2:23][C:20]1[CH:21]=[C:22]2[C:17](=[CH:18][CH:19]=1)[NH:16][CH:15]=[C:14]2[CH2:13][C:12]1[CH:11]=[CH:10][C:5]([C:6]([O:8][CH3:9])=[O:7])=[CH:4][C:3]=1[O:2][CH3:1]. Procedure: Palladium-on-carbon (10% w/w; 0.25 g.) was added to a solution of (C) (1.5 g.) in tetrahydrofuran (50 ml. ) in a hydrogenation bottle. The mixture was hydrogenated at 3.45 bars for 2 hours. The catalyst was removed by filtration through diatomaceous earth and the filtrate was evaporated. The residual oil was purified by flash chromatography on silica gel (200 ml.) eluting with 1:1 v/v ethyl acetate:hexane, to give methyl 4-(5-aminoindol-3-ylmethyl)-3-methoxybenzoate (A) (1.12 g., 82%) as a visco... Reactants: [Na].CN1C(NC(C=2N(C=NC12)C)=O)=O (3,7-dimethylxanthine sodium salt), ClCCCCP(C)(C)=O (4-chlorobutyldimethylphosphine oxide). Yields the product CN1C(N(C(C=2N(C=NC12)C)=O)CP(C)(C)=O)=O ([1-(3,7-Dimethylxanthin-1-yl)methyl]dimethylphosphine Oxide). RXN SMILES: [Na].[CH3:2][N:3]1[C:11]2[N:10]=[CH:9][N:8]([CH3:12])[C:7]=2[C:6](=[O:13])[NH:5][C:4]1=[O:14].ClCCC[CH2:19][P:20](=[O:23])([CH3:22])[CH3:21]>>[CH3:2][N:3]1[C:11]2[N:10]=[CH:9][N:8]([CH3:12])[C:7]=2[C:6](=[O:13])[N:5]([CH2:19][P:20](=[O:23])([CH3:22])[CH3:21])[C:4]1=[O:14] |f:0.1,^1:0|. Procedure: The title substance was prepared from 10.1 g (0.05 mol) of 3,7-dimethylxanthine sodium salt and 4-chlorobutyldimethylphosphine oxide analogously to Example 63. The reactants are COC(=O)c1cc(Br)ccc1O, CN1CCCC1=O, [Cu+2], N#C[Cu], NCCN, O, O=S(=O)([O-])[O-]. Yields the product COC(=O)c1cc(C#N)ccc1O. Reaction SMILES: [Br:1][c:2]1[cH:3][cH:4][c:5]([OH:12])[c:6]([C:7](=[O:8])[O:9][CH3:10])[cH:11]1.[CH3:16][N:17]1[CH2:18][CH2:19][CH2:20][C:21]1=[O:22].[Cu+2:32].[Cu:13][C:14]#[N:15].[NH2:23][CH2:24][CH2:25][NH2:26].[OH2:33].[S:27]([O-:28])([O-:29])(=[O:30])=[O:31]>>[c:2]1([C:14]#[N:15])[cH:3][cH:4][c:5]([OH:12])[c:6]([C:7](=[O:8])[O:9][CH3:10])[cH:11]1. Reactants: C(C)N1N=CC=2C1=NC(=C(C2NC2CCOCC2)CNC(=O)C2=CC=CC(=N2)C(=O)O)CC (6-[({[1,6-diethyl-4-(tetrahydro-2H-pyran-4-ylamino)-1H-pyrazolo[3,4-b]pyridin-5-yl]methyl}amino)carbonyl]-2-pyridinecarboxylic acid), Cl.BrC=1C=C(C=CC1C)CN (1-(3-bromo-4-methylphenyl)methanamine hydrochloride), CCN(C(C)C)C(C)C (DIPEA), CN(C)C(=[N+](C)C)ON1C2=C(C=CC=C2)N=N1.[B-](F)(F)(F)F (TBTU). Solvent: ClCCl (dichloromethane). Yields the product BrC=1C=C(C=CC1C)CNC(=O)C1=NC(=CC=C1)C(=O)NCC=1C(=C2C(=NC1CC)N(N=C2)CC)NC2CCOCC2 (N-[(3-Bromo-4-methylphenyl)methyl]-N′-{[1,6-diethyl-4-(tetrahydro-2H-pyran-4-ylamino)-1H-pyrazolo[3,4-b]pyridin-5-yl]methyl}-2,6-pyridinedicarboxamide). Yield: 134.4%. RXN SMILES: [CH2:1]([N:3]1[C:7]2=[N:8][C:9]([CH2:32][CH3:33])=[C:10]([CH2:19][NH:20][C:21]([C:23]3[N:28]=[C:27]([C:29](O)=[O:30])[CH:26]=[CH:25][CH:24]=3)=[O:22])[C:11]([NH:12][CH:13]3[CH2:18][CH2:17][O:16][CH2:15][CH2:14]3)=[C:6]2[CH:5]=[N:4]1)[CH3:2].CCN(C(C)C)C(C)C.CN(C(ON1N=NC2C=CC=CC1=2)=[N+](C)C)C.[B-](F)(F)(F)F.Cl.[Br:66][C:67]1[CH:68]=[C:69]([CH2:74][NH2:75])[CH:70]=[CH:71][C:72]=1[CH3:73]>ClCCl>[Br:66][C:67]1[CH:68]=[C:69]([CH2:74][NH:75][C:29]([C:27]2[CH:26]=[CH:25][CH:24]=[C:23]([C:21]([NH:20][CH2:19][C:10]3[C:11]([NH:12][CH:13]4[CH2:18][CH2:17][O:16][CH2:15][CH2:14]4)=[C:6]4[CH:5]=[N:4][N:3]([CH2:1][CH3:2])[C:7]4=[N:8][C:9]=3[CH2:32][CH3:33])=[O:22])[N:28]=2)=[O:30])[CH:70]=[CH:71][C:72]=1[CH3:73] |f:2.3,4.5|. Reported procedure: To a suspension of 6-[({[1,6-diethyl-4-(tetrahydro-2H-pyran-4-ylamino)-1H-pyrazolo[3,4-b]pyridin-5-yl]methyl}amino)carbonyl]-2-pyridinecarboxylic acid (50.8 g, 112 mmol) in a 2 L 3-neck flask was added dichloromethane (DCM) (600 mL) followed by DIPEA (98 ml, 561 mmol), giving a solution. To it was added TBTU (39.7 g, 123 mmol) and the mixture was then stirred at room temperature for 2 min whereupon 1-(3-bromo-4-methylphenyl)methanamine hydrochloride (29.2 g, 123 mmol) was added. The mixture was ... Yields the product CCOC(=O)C(=O)Cc1cccc(OC)c1[N+](=O)[O-]. RXN SMILES: [C:1]([C:2]([O:4][CH2:3][CH3:5])=[O:6])(=[O:7])[O:8][CH2:9][CH3:10].[CH2:27]([O:28][CH2:29][CH3:30])[CH3:31].[CH3:11][CH2:12][O-:13].[CH3:15][c:16]1[c:17]([N+:24](=[O:25])[O-:26])[c:18]([O:22][CH3:23])[cH:19][cH:20][cH:21]1.[K+:14]>>[C:1]([C:2](=[O:4])[CH2:15][c:16]1[c:17]([N+:24](=[O:25])[O-:26])[c:18]([O:22][CH3:23])[cH:19][cH:20][cH:21]1)(=[O:7])[O:8][CH2:9][CH3:10]. The reactants are CCOC(=O)C(=O)OCC, CCOCC, CC[O-], COc1cccc(C)c1[N+](=O)[O-], [K+]. Reactants: ClCCl, O=C(O)c1cc(S(=O)(=O)Cl)ccc1Cl, OCC1CCNCC1. The product is O=C(O)c1cc(S(=O)(=O)N2CCC(CO)CC2)ccc1Cl. RXN SMILES: [CH2:23]([Cl:24])[Cl:25].[Cl:1][c:2]1[c:3]([C:4](=[O:5])[OH:6])[cH:7][c:8]([S:11](=[O:12])(=[O:13])[Cl:14])[cH:9][cH:10]1.[NH:15]1[CH2:16][CH2:17][CH:18]([CH2:21][OH:22])[CH2:19][CH2:20]1>>[Cl:1][c:2]1[c:3]([C:4](=[O:5])[OH:6])[cH:7][c:8]([S:11](=[O:12])(=[O:13])[N:15]2[CH2:16][CH2:17][CH:18]([CH2:21][OH:22])[CH2:19][CH2:20]2)[cH:9][cH:10]1. Starting materials: C(C)N(C1=NC(=CC(=C1)C1=NC(=NO1)C1=CC(=C(OCCO)C(=C1)C)CC)C)CC (2-{4-[5-(2-diethylamino-6-methyl-pyridin-4-yl)-[1,2,4]oxadiazol-3-yl]-2-ethyl-6-methyl-phenoxy}-ethanol), CCN(C(C)C)C(C)C (DIPEA), CS(=O)(=O)Cl (methane sulfonylchloride). Run in CC(OCC)=O (EA), C(Cl)Cl (DCM). Conditions: time 30 minute. Product: C(C)N(C1=NC(=CC(=C1)C1=NC(=NO1)C1=CC(=C(OCCOS(=O)(=O)C)C(=C1)C)CC)C)CC (methanesulfonic acid 2-{4-[5-(2-diethylamino-6-methyl-pyridin-4-yl)-[1,2,4]oxadiazol-3-yl]-2-ethyl-6-methyl-phenoxy}-ethyl ester). The yield is 91.5%. Reaction SMILES: [CH2:1]([N:3]([CH2:29][CH3:30])[C:4]1[CH:9]=[C:8]([C:10]2[O:14][N:13]=[C:12]([C:15]3[CH:24]=[C:23]([CH3:25])[C:18]([O:19][CH2:20][CH2:21][OH:22])=[C:17]([CH2:26][CH3:27])[CH:16]=3)[N:11]=2)[CH:7]=[C:6]([CH3:28])[N:5]=1)[CH3:2].CCN(C(C)C)C(C)C.[CH3:40][S:41](Cl)(=[O:43])=[O:42]>C(Cl)Cl.CC(=O)OCC>[CH2:29]([N:3]([CH2:1][CH3:2])[C:4]1[CH:9]=[C:8]([C:10]2[O:14][N:13]=[C:12]([C:15]3[CH:24]=[C:23]([CH3:25])[C:18]([O:19][CH2:20][CH2:21][O:22][S:41]([CH3:40])(=[O:43])=[O:42])=[C:17]([CH2:26][CH3:27])[CH:16]=3)[N:11]=2)[CH:7]=[C:6]([CH3:28])[N:5]=1)[CH3:30]. Procedure details: To a solution of 2-{4-[5-(2-diethylamino-6-methyl-pyridin-4-yl)-[1,2,4]oxadiazol-3-yl]-2-ethyl-6-methyl-phenoxy}-ethanol (850 mg, 2.07 mmol) and DIPEA (401 mg, 3.11 mmol) in DCM (20 mL), methane sulfonylchloride (285 mg, 2.49 mmol) is slowly added. The mixture is stirred at rt for 30 min before it is diluted with EA and washed with sat. aq. NaHCO3-solution. The washing is extracted back three times with EA. The combined org. extracts are dried over MgSO4, filtered, concentrated and dried to give... The reactants are [OH-].[Na+] (NaOH), ClC1=NC2=CC(=CC=C2C(=C1C(=O)NCC1=CC(=CC=C1)F)C)C(F)(F)F (2-chloro-N-(3-fluorobenzyl)-4-methyl-7-(trifluoromethyl)quinoline-3-carboxylic acid amide), Cl.C(C)N (ethylamine hydrochloride), CCN(C(C)C)C(C)C (DIPEA). Solvent: CC#N (MeCN), CCOC(=O)C (EtOAc). Run at temperature 180 celsius. The product is C(C)NC1=NC2=CC(=CC=C2C(=C1C(=O)NCC1=CC(=CC=C1)F)C)C(F)(F)F (2-ethylamino-N-[(3-fluorophenyl)-methyl]-4-methyl-7-(trifluoromethyl)-quinoline-3-carboxylic acid amide). Yield: 83.3%. RXN SMILES: Cl[C:2]1[C:11]([C:12]([NH:14][CH2:15][C:16]2[CH:21]=[CH:20][CH:19]=[C:18]([F:22])[CH:17]=2)=[O:13])=[C:10]([CH3:23])[C:9]2[C:4](=[CH:5][C:6]([C:24]([F:27])([F:26])[F:25])=[CH:7][CH:8]=2)[N:3]=1.Cl.[CH2:29]([NH2:31])[CH3:30].CCN(C(C)C)C(C)C.[OH-].[Na+]>CCOC(C)=O.CC#N>[CH2:29]([NH:31][C:2]1[C:11]([C:12]([NH:14][CH2:15][C:16]2[CH:21]=[CH:20][CH:19]=[C:18]([F:22])[CH:17]=2)=[O:13])=[C:10]([CH3:23])[C:9]2[C:4](=[CH:5][C:6]([C:24]([F:27])([F:26])[F:25])=[CH:7][CH:8]=2)[N:3]=1)[CH3:30] |f:1.2,4.5|. Procedure details: A mixture of 238 mg (0.6 mmol) 2-chloro-N-(3-fluorobenzyl)-4-methyl-7-(trifluoromethyl)quinoline-3-carboxylic acid amide, 146 mg (1.8 mmol) ethylamine hydrochloride, 469 μl (2.7 mmol) DIPEA and MeCN (1,6 ml) was heated in a sealed vessel with microwave radiation to 180° C. for 2 h. After cooling to RT, dilution was carried out with EtOAc (30 ml) and a 2M aq. NaOH sol. (5 ml). The organic phase was then separated, washed with water and brine, dried over MgSO4 and concentrated in a vacuum. After c... Reactants: C(C#C)N1CCC2=C(CC1)C=C(C=C2)N (3-prop-2-ynyl-2,3,4,5-tetrahydro-1H-benzo[d]azepin-7-ylamine), ClC1=NC=C(C(=N1)N[C@H]1[C@@H](CCCC1)NS(=O)(=O)C)Cl (N-[(1R,2R)-2-(2,5-dichloro-pyrimidin-4-ylamino)-cyclohexyl]-methanesulfonamide). The product is ClC=1C(=NC(=NC1)NC1=CC2=C(CCN(CC2)CC#C)C=C1)N[C@H]1[C@@H](CCCC1)NS(=O)(=O)C (N-{(1R,2R)-2-[5-Chloro-2-(3-prop-2-ynyl-2,3,4,5-tetrahydro-1H-benzo[d]azepin-7-ylamino)-pyrimidin-4-ylamino]-cyclohexyl}-methanesulfonamide), solid. The yield is 36.0%. As a reaction SMILES: [CH2:1]([N:4]1[CH2:10][CH2:9][C:8]2[CH:11]=[C:12]([NH2:15])[CH:13]=[CH:14][C:7]=2[CH2:6][CH2:5]1)[C:2]#[CH:3].Cl[C:17]1[N:22]=[C:21]([NH:23][C@@H:24]2[CH2:29][CH2:28][CH2:27][CH2:26][C@H:25]2[NH:30][S:31]([CH3:34])(=[O:33])=[O:32])[C:20]([Cl:35])=[CH:19][N:18]=1>>[Cl:35][C:20]1[C:21]([NH:23][C@@H:24]2[CH2:29][CH2:28][CH2:27][CH2:26][C@H:25]2[NH:30][S:31]([CH3:34])(=[O:33])=[O:32])=[N:22][C:17]([NH:15][C:12]2[CH:13]=[CH:14][C:7]3[CH2:6][CH2:5][N:4]([CH2:1][C:2]#[CH:3])[CH2:10][CH2:9][C:8]=3[CH:11]=2)=[N:18][CH:19]=1. Procedure: N-{(1R,2R)-2-[5-Chloro-2-(3-prop-2-ynyl-2,3,4,5-tetrahydro-1H-benzo[d]azepin-7-ylamino)-pyrimidin-4-ylamino]-cyclohexyl}-methanesulfonamide was prepared from 3-prop-2-ynyl-2,3,4,5-tetrahydro-1H-benzo[d]azepin-7-ylamine and N-[(1R,2R)-2-(2,5-dichloro-pyrimidin-4-ylamino)-cyclohexyl]-methanesulfonamide in an analogous manner to Example 322. Product isolated as a pale yellow solid (90 mg, 36%). m.p.=193-196° C.; LCMS (m/e) 503 (M+1); 1H-NMR (CDCl3, 400 MHz) δ 7.94 (s, 1H), 7.35-7.25 (m, 1H), 7.08 (...